From a dataset of the Open Reaction Database (ORD), a public repository of structured organic reaction records. describe an organic reaction: reactants, conditions, products, and yield The reactants are CCCCCCCCCCl, [I-], [K+], [K+], [Na+], O=C([O-])[O-], CN(C)C=O, NC(=O)c1cccc(O)c1. Product: CCCCCCCCCOc1cccc(C(N)=O)c1. As a reaction SMILES: [CH2:19]([CH2:20][CH2:21][CH2:22][CH2:23][CH2:24][CH2:25][CH2:26][CH3:27])[Cl:28].[I-:17].[K+:11].[K+:12].[Na+:18].[O-:13][C:14]([O-:15])=[O:16].[O:29]=[CH:30][N:31]([CH3:32])[CH3:33].[OH:1][c:2]1[cH:3][c:4]([C:8](=[O:9])[NH2:10])[cH:5][cH:6][cH:7]1>>[O:1]([c:2]1[cH:3][c:4]([C:8](=[O:9])[NH2:10])[cH:5][cH:6][cH:7]1)[CH2:19][CH2:20][CH2:21][CH2:22][CH2:23][CH2:24][CH2:25][CH2:26][CH3:27]. The reactants are CCO, O=[N+]([O-])c1ccc2nc(NCCN3CCCC3)sc2c1, Cl[Sn]Cl. Product: Nc1ccc2nc(NCCN3CCCC3)sc2c1. RXN SMILES: [CH3:24][CH2:25][OH:26].[N+:1]([O-:2])(=[O:3])[c:4]1[cH:5][c:6]2[c:7]([n:8][c:9]([NH:11][CH2:12][CH2:13][N:14]3[CH2:15][CH2:16][CH2:17][CH2:18]3)[s:10]2)[cH:19][cH:20]1.[Sn:21]([Cl:22])[Cl:23]>>[NH2:1][c:4]1[cH:5][c:6]2[c:7]([n:8][c:9]([NH:11][CH2:12][CH2:13][N:14]3[CH2:15][CH2:16][CH2:17][CH2:18]3)[s:10]2)[cH:19][cH:20]1.